This data is from the Open Reaction Database (ORD), a public repository of structured organic reaction records. The task is: describe an organic reaction: reactants, conditions, products, and yield Yield: 18.9%. Reaction conditions: temperature 50 celsius, time 8 hour. Reaction SMILES: Cl[C:2]1[C:11]2[C:6](=[CH:7][C:8]([F:12])=[CH:9][CH:10]=2)[N:5]=[C:4]([C:13]([F:22])([F:21])[C:14]2[CH:19]=[CH:18][C:17]([F:20])=[CH:16][CH:15]=2)[N:3]=1.[I-].[K+].CCN(C(C)C)C(C)C.[CH3:34][C:35]1[NH:39][N:38]=[C:37]([NH2:40])[CH:36]=1>CN(C=O)C.O>[F:21][C:13]([F:22])([C:14]1[CH:19]=[CH:18][C:17]([F:20])=[CH:16][CH:15]=1)[C:4]1[N:3]=[C:2]([NH:40][C:37]2[CH:36]=[C:35]([CH3:34])[NH:39][N:38]=2)[C:11]2[C:6](=[CH:7][C:8]([F:12])=[CH:9][CH:10]=2)[N:5]=1 |f:1.2|. Procedure: To a solution of 4-chloro-2-(difluoro(4-fluorophenyl)methyl)-7-fluoroquinazoline (0.160 g, 0.492 mmol) in DMF (2 mL) at rt were added potassium iodide (0.082 g, 0.492 mmol), DIEA (0.094 mL, 0.541 mmol) and 5-methyl-1H-pyrazol-3-amine (0.048 g, 0.492 mmol). After stirring the reaction mixture at 50° C. overnight, the mixture was cooled to rt and H2O (15 mL) was added. The precipitate was collected by filtration and washed with H2O. The crude product was purified on HPLC (Phenomenex phenylhexyl re... The solvent is O (H2O), CN(C)C=O (DMF). Product: FC(C1=NC2=CC(=CC=C2C(=N1)NC1=NNC(=C1)C)F)(C1=CC=C(C=C1)F)F (2-(difluoro(4-fluorophenyl)methyl)-7-fluoro-N-(5-methyl-1H-pyrazol-3-yl)quinazolin-4-amine). Reactants: ClC1=NC(=NC2=CC(=CC=C12)F)C(C1=CC=C(C=C1)F)(F)F (4-chloro-2-(difluoro(4-fluorophenyl)methyl)-7-fluoroquinazoline), [I-].[K+] (potassium iodide), CCN(C(C)C)C(C)C (DIEA), CC1=CC(=NN1)N (5-methyl-1H-pyrazol-3-amine). Yield: 55.6%. The solvent is CO (methanol), C(Cl)(Cl)Cl (chloroform). As a reaction SMILES: [F:1][C:2]([F:30])([F:29])[C:3]([C:12]1[CH:25]=[CH:24][C:15]([O:16][C:17]2[CH:22]=[CH:21][N:20]=[C:19]([CH3:23])[CH:18]=2)=[C:14]([CH2:26][CH2:27][CH3:28])[CH:13]=1)([O:8][CH2:9][O:10][CH3:11])[C:4]([F:7])([F:6])[F:5].ClC1C=CC=[C:34]([C:38]([O:40]O)=[O:39])C=1.S([O-])([O-])(=O)=S.[Na+].[Na+].C(=O)([O-])O.[Na+]>C(Cl)(Cl)Cl.CO>[C:38]([O:40][CH2:23][C:19]1[CH:18]=[C:17]([O:16][C:15]2[CH:24]=[CH:25][C:12]([C:3]([O:8][CH2:9][O:10][CH3:11])([C:4]([F:7])([F:6])[F:5])[C:2]([F:1])([F:29])[F:30])=[CH:13][C:14]=2[CH2:26][CH2:27][CH3:28])[CH:22]=[CH:21][N:20]=1)(=[O:39])[CH3:34] |f:2.3.4,5.6|. Procedure: To a solution of 4-(4-(1,1,1,3,3,3-hexafluoro-2-(methoxymethoxy)propan-2-yl)-2-propylphenoxy)-2-methylpyridine (780 mg, 1.78 mmol) in chloroform (2 mL), m-chloroperbenzoic acid (2.05 g) was added at room temperature and the resultant mixture was stirred. After completion of the reaction, the reaction solution was added with an aqueous solution of sodium thiosulfate and a saturated aqueous solution of sodium hydrogen carbonate, extracted with ethyl acetate, and then dried using sodium sulfate. Af... Run at temperature 140 celsius. Reactants: S(=S)(=O)([O-])[O-].[Na+].[Na+] (sodium thiosulfate), C(O)([O-])=O.[Na+] (sodium hydrogen carbonate), FC(C(C(F)(F)F)(OCOC)C1=CC(=C(OC2=CC(=NC=C2)C)C=C1)CCC)(F)F (4-(4-(1,1,1,3,3,3-hexafluoro-2-(methoxymethoxy)propan-2-yl)-2-propylphenoxy)-2-methylpyridine), ClC1=CC(=CC=C1)C(=O)OO (m-chloroperbenzoic acid), resultant mixture. The product is C(C)(=O)OCC1=NC=CC(=C1)OC1=C(C=C(C=C1)C(C(F)(F)F)(C(F)(F)F)OCOC)CCC ((4-(4-(1,1,1,3,3,3-hexafluoro-2-(methoxymethoxy)propan-2-yl)-2-propylphenoxy)pyridin-2-yl)methyl acetate). Starting materials: ClC=1C=C2C(C(=COC2=CC1O)C1=C(C=CC=C1)F)=O (6-Chloro-3-(2-fluoro-phenyl)-7-hydroxy-chromen-4-one), O.NN (hydrazine hydrate). Run in C(C)O (ethanol). The product is ClC1=C(C=C(C(=C1)C1=NNC=C1C1=C(C=CC=C1)F)O)O (4-chloro-6-[4-(2-fluoro-phenyl)-1H-pyrazol-3-yl]-benzene-1,3-diol). Yield: 72.4%. Reaction SMILES: [Cl:1][C:2]1[CH:3]=[C:4]2[C:9](=[CH:10][C:11]=1[OH:12])[O:8][CH:7]=[C:6]([C:13]1[CH:18]=[CH:17][CH:16]=[CH:15][C:14]=1[F:19])[C:5]2=O.O.[NH2:22][NH2:23]>C(O)C>[Cl:1][C:2]1[CH:3]=[C:4]([C:5]2[C:6]([C:13]3[CH:18]=[CH:17][CH:16]=[CH:15][C:14]=3[F:19])=[CH:7][NH:23][N:22]=2)[C:9]([OH:8])=[CH:10][C:11]=1[OH:12] |f:1.2|. Reported procedure: This compounds was synthesised in the same manner as described above. 6-Chloro-3-(2-fluoro-phenyl)-7-hydroxy-chromen-4-one (0.37 g, 1.27 mmol), hydrazine hydrate (5 ml), ethanol (15 ml). The quenched solution was extracted into ethyl acetate, washed (water), dried (MgSO4), and the solvent removed under vacuum to give a yellow oil which was purified by column chromatography to give 4-chloro-6-[4-(2-fluoro-phenyl)-1H-pyrazol-3-yl]-benzene-1,3-diol as a white solid (0.28 g, 72.4%); Rf 0.8 cf SM 0.9... The reactants are C(C)(=O)[O-].C(C)(=O)[O-].C(C)(=O)[O-].C(C)(=O)[O-].[Pb+4] (lead tetraacetate), α-glycol, F[C@H]1[C@H](C(O)O[C@@H]([C@H]1O)CO)O (3-deoxy-3-fluoro-D-allopyranose). Run in compound ( 2 ), C(C)(=O)O (acetic acid). Yields the product F[C@@H](C=O)[C@H](O)[C@H](OC=O)CO (2-deoxy-2-fluoro-4-O-formyl-D-ribose). Reaction SMILES: C([O-])(=O)C.C([O-])(=O)C.C([O-])(=O)C.C([O-])(=O)C.[Pb+4].[F:18][C@@H:19]1[C@H:25]([OH:26])[C@@H:24]([CH2:27][OH:28])[O:23][CH:21]([OH:22])[C@@H:20]1[OH:29]>C(O)(=O)C>[F:18][C@H:19]([C@@H:25]([C@@H:24]([CH2:27][OH:28])[O:23][CH:21]=[O:22])[OH:26])[CH:20]=[O:29] |f:0.1.2.3.4|. Procedure: In step 2, compound (2) obtained in step 1 above is dissolved in acetic acid and oxidized with lead tetraacetate at room temperature to cause an oxidative cleavage of the α-glycol of 3-deoxy-3-fluoro-D-allopyranose, whereby the 2-carbon atom forms a formyl group. Thus, 2-deoxy-2-fluoro-4-O-formyl-D-ribose is formed as the oxidative product, which is then heated at 70°-90° C. in an aqueous solution under an acidic condition for the elimination of O-formyl group, whereby a ring-closing reaction oc... The reactants are C[SH]=C(N)NN, CCO, CCOC(C)=O, I, NC(=O)C(=O)c1cc(Cl)cc(Cl)c1Cl. The product is C[SH]=C(N)NN=C(C(N)=O)c1cc(Cl)cc(Cl)c1Cl. RXN SMILES: [CH3:16][SH:17]=[C:18]([NH:19][NH2:20])[NH2:21].[CH3:22][CH2:23][OH:24].[CH3:25][CH2:26][O:27][C:28](=[O:29])[CH3:30].[IH:15].[O:1]=[C:2]([C:3](=[O:4])[NH2:5])[c:6]1[c:7]([Cl:14])[c:8]([Cl:13])[cH:9][c:10]([Cl:12])[cH:11]1>>[C:2]([C:3](=[O:4])[NH2:5])([c:6]1[c:7]([Cl:14])[c:8]([Cl:13])[cH:9][c:10]([Cl:12])[cH:11]1)=[N:20][NH:19][C:18](=[SH:17][CH3:16])[NH2:21]. Reactants: O.N1CCC(CC1)CN1C(CCC1)=O (1-[(4-piperidinyl)methyl]-2-pyrrolidinone hydrate), C(C1=CC=CC=C1)OC=1C(=NC(=NC1)C(F)(F)F)Cl (5-Benzyloxy-4-chloro-2-(trifluoromethyl)pyrimidine), C([O-])([O-])=O.[Na+].[Na+] (sodium carbonate). Solvent: C(C)#N (acetonitrile). Product: C1(=CC=CC=C1)COC=1C(=NC(=NC1)C(F)(F)F)N1CCC(CC1)CN1C(CCC1)=O (1-[[1-[5-(Phenylmethoxy)-2-(trifluoromethyl)-4-pyrimidinyl]-4-piperidinyl]methyl]-2-pyrrolidinone). Yield: 79.8%. Reaction SMILES: O.[NH:2]1[CH2:7][CH2:6][CH:5]([CH2:8][N:9]2[CH2:13][CH2:12][CH2:11][C:10]2=[O:14])[CH2:4][CH2:3]1.[CH2:15]([O:22][C:23]1[C:24](Cl)=[N:25][C:26]([C:29]([F:32])([F:31])[F:30])=[N:27][CH:28]=1)[C:16]1[CH:21]=[CH:20][CH:19]=[CH:18][CH:17]=1.C(=O)([O-])[O-].[Na+].[Na+]>C(#N)C>[C:16]1([CH2:15][O:22][C:23]2[C:24]([N:2]3[CH2:3][CH2:4][CH:5]([CH2:8][N:9]4[CH2:13][CH2:12][CH2:11][C:10]4=[O:14])[CH2:6][CH2:7]3)=[N:25][C:26]([C:29]([F:31])([F:32])[F:30])=[N:27][CH:28]=2)[CH:17]=[CH:18][CH:19]=[CH:20][CH:21]=1 |f:0.1,3.4.5|. Reported procedure: A mixture of 1-[(4-piperidinyl)methyl]-2-pyrrolidinone hydrate (XXV 0.63 g, 3.46 mmol), compound XXIV (1.0 g, 3.46 mmol), and sodium carbonate (0.8 g, 6.92 mmol) in acetonitrile (20 mL) was refluxed for 18 hr. The mixture was cooled, filtered, and concentrated in vacuo. The residue was chromatographed on silica gel using ethyl acetate as the eluent to give the desired product (1.2 g, 79.8%, mp: 155°-157°).